Dataset: the Open Reaction Database (ORD), a public repository of structured organic reaction records. Task: describe an organic reaction: reactants, conditions, products, and yield Starting materials: C[Si](C)(C)CCOC(=O)C=1C(=NN(C1)C1=CC=CC=C1)NC(=O)OCC=1OC2=C(C1)C=C(C=C2)C2=CC=CC=C2 (1-phenyl-3-(5-phenyl-benzofuran-2-ylmethoxycarbonylamino)-1H-pyrazole-4-carboxylic acid trimethylsilylethyl ester), [F-].C(CCC)[N+](CCCC)(CCCC)CCCC (tetra-n-butylammonium fluoride). Run in CN(C)C=O (DMF). Reaction conditions: time 2 hour. The product is C1(=CC=CC=C1)N1N=C(C(=C1)C(=O)O)NC(=O)OCC=1OC2=C(C1)C=C(C=C2)C2=CC=CC=C2 (1-phenyl-3-(5-phenyl-benzofuran-2-ylmethoxycarbonylamino)-1H-pyrazole-4-carboxylic acid). The yield is 65.9%. RXN SMILES: C[Si](CC[O:7][C:8]([C:10]1[C:11]([NH:21][C:22]([O:24][CH2:25][C:26]2[O:27][C:28]3[CH:34]=[CH:33][C:32]([C:35]4[CH:40]=[CH:39][CH:38]=[CH:37][CH:36]=4)=[CH:31][C:29]=3[CH:30]=2)=[O:23])=[N:12][N:13]([C:15]2[CH:20]=[CH:19][CH:18]=[CH:17][CH:16]=2)[CH:14]=1)=[O:9])(C)C.[F-].C([N+](CCCC)(CCCC)CCCC)CCC>CN(C=O)C>[C:15]1([N:13]2[CH:14]=[C:10]([C:8]([OH:9])=[O:7])[C:11]([NH:21][C:22]([O:24][CH2:25][C:26]3[O:27][C:28]4[CH:34]=[CH:33][C:32]([C:35]5[CH:40]=[CH:39][CH:38]=[CH:37][CH:36]=5)=[CH:31][C:29]=4[CH:30]=3)=[O:23])=[N:12]2)[CH:20]=[CH:19][CH:18]=[CH:17][CH:16]=1 |f:1.2|. Procedure details: To a solution of 1-phenyl-3-(5-phenyl-benzofuran-2-ylmethoxycarbonylamino)-1H-pyrazole-4-carboxylic acid trimethylsilylethyl ester (1.27 g, 2.29 mmol) in 10 mL DMF under N2, was added tetra-n-butylammonium fluoride (2.75 mL of 1M THF solution, 2.75 mmol). The mixture was allowed to stir at room temp. for 2 hrs. The solvent was evaporated under high vacuum (60° C. max). Water was added and the mixture was extracted. After addition of 4 mL 1N HCl a white precipitate separated which was filtered of... Reactants: [Al+3], [H-], [H-], [H-], [H-], [Li+], C1CCOC1, O=C1CCCc2ccc(OCc3ccc4ccccc4n3)cc21. Yields the product OC1CCCc2ccc(OCc3ccc4ccccc4n3)cc21. As a reaction SMILES: [Al+3:2].[H-:1].[H-:4].[H-:5].[H-:6].[Li+:3].[O:30]1[CH2:31][CH2:32][CH2:33][CH2:34]1.[n:7]1[c:8]([CH2:17][O:18][c:19]2[cH:20][cH:21][c:22]3[c:27]([cH:28]2)[C:26](=[O:29])[CH2:25][CH2:24][CH2:23]3)[cH:9][cH:10][c:11]2[cH:12][cH:13][cH:14][cH:15][c:16]12>>[n:7]1[c:8]([CH2:17][O:18][c:19]2[cH:20][cH:21][c:22]3[c:27]([cH:28]2)[CH:26]([OH:29])[CH2:25][CH2:24][CH2:23]3)[cH:9][cH:10][c:11]2[cH:12][cH:13][cH:14][cH:15][c:16]12.